From a dataset of the Open Reaction Database (ORD), a public repository of structured organic reaction records. describe an organic reaction: reactants, conditions, products, and yield Starting materials: CCO, [Cl-], [Fe], O=[N+]([O-])c1ccc(CN2CCOCC2)cc1, [NH4+], O. Yields the product Nc1ccc(CN2CCOCC2)cc1. RXN SMILES: [CH3:19][CH2:20][OH:21].[Cl-:17].[Fe:23].[N+:1]([O-:2])(=[O:3])[c:4]1[cH:5][cH:6][c:7]([CH2:10][N:11]2[CH2:12][CH2:13][O:14][CH2:15][CH2:16]2)[cH:8][cH:9]1.[NH4+:18].[OH2:22]>>[NH2:1][c:4]1[cH:5][cH:6][c:7]([CH2:10][N:11]2[CH2:12][CH2:13][O:14][CH2:15][CH2:16]2)[cH:8][cH:9]1.